From a dataset of the Open Reaction Database (ORD), a public repository of structured organic reaction records. describe an organic reaction: reactants, conditions, products, and yield Starting materials: O=C([O-])[O-], CN(C)C=O, CI, O=C(Nc1ccc2[nH]ncc2c1)C(F)(F)F, [K+], [K+], O. The product is CN(C(=O)C(F)(F)F)c1ccc2[nH]ncc2c1. Reaction SMILES: [C:1](=[O:2])([O-:3])[O-:4].[CH3:26][N:27]([CH3:28])[CH:29]=[O:30].[CH3:7][I:8].[F:9][C:10]([C:11](=[O:12])[NH:13][c:14]1[cH:15][c:16]2[cH:17][n:18][nH:19][c:20]2[cH:21][cH:22]1)([F:23])[F:24].[K+:5].[K+:6].[OH2:25]>>[CH3:1][N:13]([C:11]([C:10]([F:9])([F:23])[F:24])=[O:12])[c:14]1[cH:15][c:16]2[cH:17][n:18][nH:19][c:20]2[cH:21][cH:22]1. Starting materials: CCc1ncnc(NC2CCC(c3ccccc3)CC2)c1I, C#C[Si](C)(C)C. The product is CCc1ncnc(NC2CCC(c3ccccc3)CC2)c1C#C[Si](C)(C)C. RXN SMILES: [CH2:1]([CH3:2])[c:3]1[c:4]([I:22])[c:5]([NH:9][CH:10]2[CH2:11][CH2:12][CH:13]([c:16]3[cH:17][cH:18][cH:19][cH:20][cH:21]3)[CH2:14][CH2:15]2)[n:6][cH:7][n:8]1.[CH3:23][Si:24]([CH3:25])([CH3:26])[C:27]#[CH:28]>>[CH2:1]([CH3:2])[c:3]1[c:4]([C:28]#[C:27][Si:24]([CH3:23])([CH3:25])[CH3:26])[c:5]([NH:9][CH:10]2[CH2:11][CH2:12][CH:13]([c:16]3[cH:17][cH:18][cH:19][cH:20][cH:21]3)[CH2:14][CH2:15]2)[n:6][cH:7][n:8]1.